From a dataset of the Open Reaction Database (ORD), a public repository of structured organic reaction records. describe an organic reaction: reactants, conditions, products, and yield Reactants: CC(C)(C)OC(=O)NCC(=O)O, COC(=O)C(N)C(O)c1ccccc1, C(=NC1CCCCC1)=NC1CCCCC1, ClCCl, [K+], N#N, On1nnc2ccccc21, O=S(=O)([O-])O. Product: COC(=O)C(NC(=O)CNC(=O)OC(C)(C)C)C(O)c1ccccc1. As a reaction SMILES: [C:3]([CH3:4])([CH3:5])([CH3:6])[O:7][C:8](=[O:9])[NH:10][CH2:11][C:12](=[O:13])[OH:14].[CH3:40][O:41][C:42]([CH:43]([CH:44]([c:45]1[cH:46][cH:47][cH:48][cH:49][cH:50]1)[OH:51])[NH2:52])=[O:53].[CH:25]1([N:26]=[C:27]=[N:28][CH:29]2[CH2:30][CH2:31][CH2:32][CH2:33][CH2:34]2)[CH2:35][CH2:36][CH2:37][CH2:38][CH2:39]1.[Cl:54][CH2:55][Cl:56].[K+:62].[N:1]#[N:2].[OH:15][n:16]1[c:17]2[c:18]([cH:19][cH:20][cH:21][cH:22]2)[n:23][n:24]1.[S:57](=[O:58])(=[O:59])([OH:60])[O-:61]>>[C:3]([CH3:4])([CH3:5])([CH3:6])[O:7][C:8](=[O:9])[NH:10][CH2:11][C:12](=[O:14])[NH:52][CH:43]([C:42]([O:41][CH3:40])=[O:53])[CH:44]([c:45]1[cH:46][cH:47][cH:48][cH:49][cH:50]1)[OH:51]. Procedure details: Dissolve (R)-5-(tert-butyldimethylsilanyloxymethyl)-2-ethoxymorpholine-4-carboxylic acid tert-butyl ester (0.39 g, 1.04 mmol) in tetrahydrofuran (3 mL) and add tetrabutylammonium fluoride (2.1 mL, 2.1 mmol, 1.0 M in tetrahydrofuran). Stir 45 minutes at room temperature and concentrate. Purify on silica gel, eluting with 10:90 to 40:60 ethyl acetate in hexanes to give the desired compound. Starting materials: C(C)(C)(C)OC(=O)N1C[C@@H](OCC1CO[Si](C)(C)C(C)(C)C)OCC ((R)-5-(tert-butyldimethylsilanyloxymethyl)-2-ethoxymorpholine-4-carboxylic acid tert-butyl ester), [F-].C(CCC)[N+](CCCC)(CCCC)CCCC (tetrabutylammonium fluoride). Reaction conditions: time 45 minute. RXN SMILES: [C:1]([O:5][C:6]([N:8]1[CH:13]([CH2:14][O:15][Si](C(C)(C)C)(C)C)[CH2:12][O:11][C@@H:10]([O:23][CH2:24][CH3:25])[CH2:9]1)=[O:7])([CH3:4])([CH3:3])[CH3:2].[F-].C([N+](CCCC)(CCCC)CCCC)CCC>O1CCCC1>[C:1]([O:5][C:6]([N:8]1[CH:13]([CH2:14][OH:15])[CH2:12][O:11][C@H:10]([O:23][CH2:24][CH3:25])[CH2:9]1)=[O:7])([CH3:4])([CH3:3])[CH3:2] |f:1.2|. Yields the product C(C)(C)(C)OC(=O)N1C[C@H](OCC1CO)OCC ((S)-2-Ethoxy-5-hydroxymethylmorpholine-4-carboxylic acid tert-butyl ester). The solvent is O1CCCC1 (tetrahydrofuran). Yield: 83.0%. The reactants are [OH-].[Na+] (NaOH), C(C)(C)(C)OC(OC(C)(C)C)=O (di-tert-butylcarbonate), N1CCC2=CC=CC=C12 (indoline). Run in O (water), C(Cl)Cl (CH2Cl2), C(Cl)Cl (CH2Cl2). As a reaction SMILES: C(O[C:6](=[O:12])[O:7][C:8]([CH3:11])([CH3:10])[CH3:9])(C)(C)C.[NH:13]1[C:21]2[C:16](=[CH:17][CH:18]=[CH:19][CH:20]=2)[CH2:15][CH2:14]1.[OH-].[Na+]>C(Cl)Cl.O>[N:13]1([C:6]([O:7][C:8]([CH3:9])([CH3:10])[CH3:11])=[O:12])[C:21]2[C:16](=[CH:17][CH:18]=[CH:19][CH:20]=2)[CH2:15][CH2:14]1 |f:2.3|. Procedure: A solution of di-tert-butylcarbonate (427.1 g, 1.96 mol) in CH2Cl2 (500 mL) was added dropwise at room temperature to a solution of indoline (212 g 1.78 mol) in CH2Cl2 (1000 mL). A solution of NaOH (85.3 g, 2.13 mol) in water (500 mL) was then added dropwise and the mixture was stirred overnight. The layers were separated and the organic layer was washed with 5% NaOH, brine and dried over Na2SO4. The organic layer was concentrated under reduced pressure and the crude product was crystallized wit... Reaction conditions: time 8 hour. Product: N1(CCC2=CC=CC=C12)C(=O)OC(C)(C)C (1,1-Dimethylethyl 2,3-dihydro-1H-indole-1-carboxylate). Reactants: NC1=NNC(=N1)SCCSCCSCCCCCC (3-amino-5-{2-[2-(hexylthio)ethylthio]ethylthio}-1,2,4-triazole), C(CCCCCCC)SCCCl (2-chloroethyl octyl sulfide). Yields the product NC1=NNC(=N1)SCCSCCCCCCCC (3-amino-5-[2-(octylthio)ethylthio]-1,2,4-triazole). The yield is 96.0%. As a reaction SMILES: [NH2:1][C:2]1[N:6]=[C:5]([S:7][CH2:8][CH2:9][S:10][CH2:11][CH2:12]SCCCCCC)[NH:4][N:3]=1.[CH2:20](SCCCl)[CH2:21][CH2:22][CH2:23][CH2:24][CH2:25]CC>>[NH2:1][C:2]1[N:6]=[C:5]([S:7][CH2:8][CH2:9][S:10][CH2:11][CH2:12][CH2:20][CH2:21][CH2:22][CH2:23][CH2:24][CH3:25])[NH:4][N:3]=1. Procedure: Compound 7 was prepared by using the procedure used for Compound 12, but with 2-chloroethyl octyl sulfide as the starting material. The yield was 96%. A portion was recrystallized from ligroin/ethyl acetate to obtain a solid, m.p. 85°-86° C. Analysis: Calculated for C12H24N4S2 : C, 49.96; H, 8.39; N, 19.42. Found: C, 49.54; H, 8.12; N, 19.29.